Dataset: the Open Reaction Database (ORD), a public repository of structured organic reaction records. Task: describe an organic reaction: reactants, conditions, products, and yield Reactants: CN(C)C1=CC=C(C=C1)N=C2C=CC(=O)C=C2 (N,N-Dimethylindo-aniline), Cl[O-].[Na+] (sodium hypochlorite), C1(=CC=CC=C1)O (phenol), [OH-].[Na+] (sodium hydroxide), C(C)(=O)[O-].[Na+] (sodium acetate), Cl.NC1=CC=C(N(C)C)C=C1 (p-aminodimethylaniline hydrochloride). Reagents/catalysts: reagents. Run in O (water), O (water). Yields the product C1=CC(=O)C=CC1=NC2=CC=C(C=C2)O (phenol-indophenol). RXN SMILES: CN([C:4]1[CH:9]=[CH:8][C:7]([N:10]=[C:11]2[CH:17]=[CH:16][C:14](=[O:15])[CH:13]=[CH:12]2)=[CH:6][CH:5]=1)C.C1([OH:24])C=CC=CC=1.[OH-].[Na+].C([O-])(=O)C.[Na+].Cl[O-].[Na+].Cl.NC1C=CC(N(C)C)=CC=1>O>[CH:6]1[C:7](=[N:10][C:11]2[CH:17]=[CH:16][C:14]([OH:15])=[CH:13][CH:12]=2)[CH:8]=[CH:9][C:4](=[O:24])[CH:5]=1 |f:2.3,4.5,6.7,8.9|. Reported procedure: To prepare the starting material N,N-Dimethylindo-aniline (Phenol Blue III)--A solution of 0.075 mole of phenol, 4 g (0.1 mole) of sodium hydroxide, and 8 g (0.06 mole) of sodium acetate in 250 c.c of water was stirred mechanically in a salt-ice bath in such a way as to maintain a temperature of 0° to 5° during the reaction. Two dropping funnels were put in place, one containing 100 cc (0.1 mole) of 5% sodium hypochlorite, the other a solution of 0.05 mole of p-aminodimethylaniline hydrochloride... Starting materials: CC1(OC2=CC=C(C=C2C(C1)=O)Br)C (2,2-dimethyl-6-bromo-chroman-4-one), CC=1SC=CC1 (2-methylthiophene), [Li]CCCC (n-BuLi), CCCCCC (hexane). The solvent is C1CCOC1 (THF), C1CCOC1 (THF), C(C)(=O)OCC (ethyl acetate). Conditions: time 15 minute. Yields the product CC1(OC2=CC=C(C=C2C(=C1)C=1SC(=CC1)C)Br)C (2,2-Dimethyl-4(5-methyl-thien-2-yl)-6-bromo-chrom-3-ene). RXN SMILES: [CH3:1][C:2]1[S:3][CH:4]=[CH:5][CH:6]=1.[Li]CCCC.CCCCCC.[CH3:18][C:19]1([CH3:31])[CH2:28][C:27](=O)[C:26]2[C:21](=[CH:22][CH:23]=[C:24]([Br:30])[CH:25]=2)[O:20]1>C1COCC1.C(OCC)(=O)C>[CH3:18][C:19]1([CH3:31])[CH:28]=[C:27]([C:4]2[S:3][C:2]([CH3:1])=[CH:6][CH:5]=2)[C:26]2[C:21](=[CH:22][CH:23]=[C:24]([Br:30])[CH:25]=2)[O:20]1. Procedure details: To a cold (-78° C.) solution of 2-methylthiophene (820 mg, 8.3 mmol) in THF (16 mL) was added n-BuLi in hexane (1.6M, 4.4 mL, 8.5 mmol). The mixture was warmed to ambient temperature and stirred for 15 minutes. This solution was added to a flask containing cold (-78° C.) solution of 2,2-dimethyl-6-bromo-chroman-4-one (1.08 g, 4.2 mmol) in THF (4 mL). The mixture was stirred and allowed to gradually warm to ambient temperature over 8 hours, and then stirred for an additional 4 hours at ambient te...